From a dataset of the Open Reaction Database (ORD), a public repository of structured organic reaction records. describe an organic reaction: reactants, conditions, products, and yield Starting materials: CCc1cccc(O)c1, O=C(Cl)c1ccc(Cl)cc1. Yields the product CCc1ccc(C(=O)c2ccc(Cl)cc2)c(O)c1. Reaction SMILES: [CH2:1]([CH3:2])[c:3]1[cH:4][c:5]([OH:9])[cH:6][cH:7][cH:8]1.[Cl:10][C:11](=[O:12])[c:13]1[cH:14][cH:15][c:16]([Cl:17])[cH:18][cH:19]1>>[CH2:1]([CH3:2])[c:3]1[cH:4][c:5]([OH:9])[c:6]([C:11](=[O:12])[c:13]2[cH:14][cH:15][c:16]([Cl:17])[cH:18][cH:19]2)[cH:7][cH:8]1. The reactants are FCCN1N=CC=C1C(=O)OCC (ethyl 1-(2-fluoroethyl)-1H-pyrazole-5-carboxylate), [OH-].[Na+] (sodium hydroxide). The solvent is CO (methanol). Conditions: temperature 20 celsius, time 18 hour. Yields the product FCCN1N=CC=C1C(=O)O (1-(2-Fluoroethyl)-1H-pyrazole-5-carboxylic acid). Yield: 77.7%. As a reaction SMILES: [F:1][CH2:2][CH2:3][N:4]1[C:8]([C:9]([O:11]CC)=[O:10])=[CH:7][CH:6]=[N:5]1.[OH-].[Na+]>CO>[F:1][CH2:2][CH2:3][N:4]1[C:8]([C:9]([OH:11])=[O:10])=[CH:7][CH:6]=[N:5]1 |f:1.2|. Procedure details: To a solution of ethyl 1-(2-fluoroethyl)-1H-pyrazole-5-carboxylate (0.2 g) in methanol (5 ml) was added 2M sodium hydroxide (5 ml) and the mixture stirred at 20° C. for 18 h. The solvent was removed in vacuo and the residue dissolved in water (20 ml) and acidified to pH-4 using 2M hydrochloric acid then extracted with ethyl acetate (20 ml), dried over sodium sulphate and evaporated to give the title compound (0.132 g) as a white solid. Starting materials: FC1=C(C(=CC=C1)F)N1C(C=CC2=C1N=C(N=C2C2=C(C=C(C=C2)F)C)S(=O)(=O)C)=O (8-(2,6-difluoro-phenyl)-4-(4-fluoro-2-methyl-phenyl)-2-methane-sulfonyl-8H-pyrido[2,3-d]pyrimidin-7-one), CN1CCC(CC1)N (1-methylpiperidin-4-ylamine). The product is FC1=C(C(=CC=C1)F)N1C(C=CC2=C1N=C(N=C2C2=C(C=C(C=C2)F)C)NC2CCN(CC2)C)=O (8-(2,6-difluoro-phenyl)-4-(4-fluoro-2-methyl-phenyl)-2-(1-methyl-piperidin-4-ylamino)-8H-pyrido[2,3-d]pyrimidin-7-one). As a reaction SMILES: [F:1][C:2]1[CH:7]=[CH:6][CH:5]=[C:4]([F:8])[C:3]=1[N:9]1[C:14]2[N:15]=[C:16](S(C)(=O)=O)[N:17]=[C:18]([C:19]3[CH:24]=[CH:23][C:22]([F:25])=[CH:21][C:20]=3[CH3:26])[C:13]=2[CH:12]=[CH:11][C:10]1=[O:31].[CH3:32][N:33]1[CH2:38][CH2:37][CH:36]([NH2:39])[CH2:35][CH2:34]1>>[F:1][C:2]1[CH:7]=[CH:6][CH:5]=[C:4]([F:8])[C:3]=1[N:9]1[C:14]2[N:15]=[C:16]([NH:39][CH:36]3[CH2:37][CH2:38][N:33]([CH3:32])[CH2:34][CH2:35]3)[N:17]=[C:18]([C:19]3[CH:24]=[CH:23][C:22]([F:25])=[CH:21][C:20]=3[CH3:26])[C:13]=2[CH:12]=[CH:11][C:10]1=[O:31]. Reported procedure: The product of Example 48, and 1-methylpiperidin-4-ylamine were reacted by the procedure of Example 60 to afford the title compound 8-(2,6-difluoro-phenyl)-4-(4-fluoro-2-methyl-phenyl)-2-(1-methyl-piperidin-4-ylamino)-8H-pyrido[2,3-d]pyrimidin-7-one. 1H-NMR (CDCl3) δ1.45 (m, 2H), 1.85 (m, 4H), 2.40 (s, 3H), 2.72 (m, 2H), 3.30 (m, 1H), 5.41 (m, 1H), 6.38 (d, 1H, J=9.7 Hz), 7.05 (m, 4H), 7.29 (m, 3H). LC MS (m/e)=480 (MH+). Rt=1.67 min The reactants are [OH-].[Na+] (NaOH), COC(C1=CC(=C(C=C1)N)N)=O (3,4-diamino-benzoic acid methyl ester), ClC1=C(OCC(=O)O)C=CC(=C1)Cl (2,4-dichlorophenoxy acetic acid), ClCCl (dichloromethane). The solvent is C[Si](C)(C)OP(=O)=O (PPSE). Run at temperature 160 celsius. Yields the product COC(=O)C1=CC2=C(NC(=N2)COC2=C(C=C(C=C2)Cl)Cl)C=C1 (2-(2,4-dichloro-phenoxymethyl)-1H-benzoimidazole-5-carboxylic acid methyl ester). Isolated yield 76.6%. Reaction SMILES: [CH3:1][O:2][C:3](=[O:12])[C:4]1[CH:9]=[CH:8][C:7]([NH2:10])=[C:6]([NH2:11])[CH:5]=1.[Cl:13][C:14]1[CH:24]=[C:23]([Cl:25])[CH:22]=[CH:21][C:15]=1[O:16][CH2:17][C:18](O)=O.ClCCl.[OH-].[Na+]>C[Si](OP(=O)=O)(C)C>[CH3:1][O:2][C:3]([C:4]1[CH:9]=[CH:8][C:7]2[NH:10][C:18]([CH2:17][O:16][C:15]3[CH:21]=[CH:22][C:23]([Cl:25])=[CH:24][C:14]=3[Cl:13])=[N:11][C:6]=2[CH:5]=1)=[O:12] |f:3.4|. Reported procedure: A mixture of 3,4-diamino-benzoic acid methyl ester (105.24 mg, 0.63 mmol) and 2,4-dichlorophenoxy acetic acid (100 mg, 0.45 mmol) in PPSE (1.5 mL) was heated at 160° C. for 4 h. At the end of the reaction period, the mixture was taken to 3 mL dichloromethane and neutralized with 4.5 mL 1 N NaOH solution. The organic layer was separated and the aqueous solution extracted with 3×3 mL portions of dichloromethane. The combined extracts were dried over anhydrous MgSO4, filtered and the solvent was re... Reactants: intermediate 183, CS(=O)(=O)OCC#CC1=C(C=CC(=C1)F)CNC(=O)C=1N=C2C(OCCN2C(C1OCC1=CC=CC=C1)=O)(C)C (3-[2-((3-(benzyloxy)-9,9-dimethyl-4-oxo-4,6,7,9-tetrahydropyrimido[2,1-c][1,4]oxazine-2-carboxamido)methyl)-5-fluorophenyl]prop-2-ynyl methanesulfonate), solution, CNC (dimethylamine). The solvent is C(C)#N (acetonitrile), O1CCCC1 (tetrahydrofuran), C(C)(=O)OCC (ethyl acetate). Conditions: time 30 minute. Yields the product CN(CC#CC1=C(CNC(=O)C=2N=C3C(OCCN3C(C2OCC2=CC=CC=C2)=O)(C)C)C=CC(=C1)F)C (N-(2-(3-(Dimethylamino)prop-1-ynyl)-4-fluorobenzyl)-3-(benzyloxy)-9,9-dimethyl-4-oxo-4,6,7,9-tetrahydropyrimido[2,1-c][1,4]oxazine-2-carboxamide). The yield is 88.0%. As a reaction SMILES: CS(O[CH2:6][C:7]#[C:8][C:9]1[CH:14]=[C:13]([F:15])[CH:12]=[CH:11][C:10]=1[CH2:16][NH:17][C:18]([C:20]1[N:21]=[C:22]2[N:27]([C:28](=[O:38])[C:29]=1[O:30][CH2:31][C:32]1[CH:37]=[CH:36][CH:35]=[CH:34][CH:33]=1)[CH2:26][CH2:25][O:24][C:23]2([CH3:40])[CH3:39])=[O:19])(=O)=O.[CH3:41][NH:42][CH3:43]>C(#N)C.O1CCCC1.C(OCC)(=O)C>[CH3:41][N:42]([CH3:43])[CH2:6][C:7]#[C:8][C:9]1[CH:14]=[C:13]([F:15])[CH:12]=[CH:11][C:10]=1[CH2:16][NH:17][C:18]([C:20]1[N:21]=[C:22]2[N:27]([C:28](=[O:38])[C:29]=1[O:30][CH2:31][C:32]1[CH:37]=[CH:36][CH:35]=[CH:34][CH:33]=1)[CH2:26][CH2:25][O:24][C:23]2([CH3:39])[CH3:40])=[O:19]. Procedure: A solution of intermediate 183, 3-[2-((3-(benzyloxy)-9,9-dimethyl-4-oxo-4,6,7,9-tetrahydropyrimido[2,1-c][1,4]oxazine-2-carboxamido)methyl)-5-fluorophenyl]prop-2-ynyl methanesulfonate (0.100 g, 0.18 mmol) in acetonitrile (5 ml) was treated at 22° C. with 0.3 ml (0.6 mmol) of a 2 M solution of dimethylamine in tetrahydrofuran and the resulting mixture was stirred for 30 min. The reaction mixture was then diluted with ethyl acetate, washed with saturated sodium bicarbonate, brine, then dried over ... Reactants: [Si](C)(C)(C(C)(C)C)OCC1=CC2=C(C=N1)N(C=N2)C2=CC(=C(S2)C(=O)OC)O (methyl 5-[6-({[tert-butyl(dimethyl)silyl]oxy}methyl)-3H-imidazo[4,5-c]pyridin-3-yl]-3-hydroxythiophene-2-carboxylate), N(=NC(=O)OC(C)(C)C)C(=O)OC(C)(C)C (di-tert-butyl azodicarboxylate), FC1=C(C=CC=C1)C(C)O (1-(2-fluorophenyl)ethanol), C1(=CC=CC=C1)P(C1=CC=CC=C1)C1=CC=CC=C1 (triphenylphosphine). Run in ClCCl (dichloromethane). Yields the product [Si](C)(C)(C(C)(C)C)OCC1=CC2=C(C=N1)N(C=N2)C2=CC(=C(S2)C(=O)OC)OC(C)C2=C(C=CC=C2)F (Methyl 5-[6-({[tert-butyl(dimethyl)silyl]oxy}methyl)-3H-imidazo[4,5-c]pyridin-3-yl]-3-[1-(2-fluorophenyl)ethoxy]thiophene-2-carboxylate). RXN SMILES: [Si:1]([O:8][CH2:9][C:10]1[N:15]=[CH:14][C:13]2[N:16]([C:19]3[S:23][C:22]([C:24]([O:26][CH3:27])=[O:25])=[C:21]([OH:28])[CH:20]=3)[CH:17]=[N:18][C:12]=2[CH:11]=1)([C:4]([CH3:7])([CH3:6])[CH3:5])([CH3:3])[CH3:2].[F:29][C:30]1[CH:35]=[CH:34][CH:33]=[CH:32][C:31]=1[CH:36](O)[CH3:37].C1(P(C2C=CC=CC=2)C2C=CC=CC=2)C=CC=CC=1.N(C(OC(C)(C)C)=O)=NC(OC(C)(C)C)=O>ClCCl>[Si:1]([O:8][CH2:9][C:10]1[N:15]=[CH:14][C:13]2[N:16]([C:19]3[S:23][C:22]([C:24]([O:26][CH3:27])=[O:25])=[C:21]([O:28][CH:36]([C:31]4[CH:32]=[CH:33][CH:34]=[CH:35][C:30]=4[F:29])[CH3:37])[CH:20]=3)[CH:17]=[N:18][C:12]=2[CH:11]=1)([C:4]([CH3:5])([CH3:6])[CH3:7])([CH3:2])[CH3:3]. Procedure: In a similar manner as described for example B31, 5.92 g of methyl 5-[6-({[tert-butyl(dimethyl)silyl]oxy}methyl)-3H-imidazo[4,5-c]pyridin-3-yl]-3-hydroxythiophene-2-carboxylate, 2.96 mg of 1-(2-fluorophenyl)ethanol, 7.39 g of triphenylphosphine (polymer bound, ˜3 mmol/g) and 6.49 g of di-tert-butyl azodicarboxylate in 200 ml anhydrous dichloromethane yield the title compound. The reactants are [H-].[Na+] (sodium hydride), CC1(C(NC(N1)=O)=O)C (5,5-Dimethylimidazolidine-2,4-dione), C1=C(C=CC2=CC=CC=C12)S(=O)(=O)Cl (2-naphthalenesulfonyl chloride). The solvent is O1CCCC1 (tetrahydrofuran). Reaction conditions: time 30 minute. Product: CC1(C(N(C(N1S(=O)(=O)C1=CC2=CC=CC=C2C=C1)=O)S(=O)(=O)C1=CC2=CC=CC=C2C=C1)=O)C (5,5-Dimethyl-1,3-bis-(2-naphthylsulfonyl)imidazolidine-2,4-dione). Yield: 22.4%. RXN SMILES: [CH3:1][C:2]1([CH3:9])[NH:6][C:5](=[O:7])[NH:4][C:3]1=[O:8].[H-].[Na+].[CH:12]1[C:21]2[C:16](=[CH:17][CH:18]=[CH:19][CH:20]=2)[CH:15]=[CH:14][C:13]=1[S:22](Cl)(=[O:24])=[O:23]>O1CCCC1>[CH3:1][C:2]1([CH3:9])[N:6]([S:22]([C:13]2[CH:14]=[CH:15][C:16]3[C:21](=[CH:20][CH:19]=[CH:18][CH:17]=3)[CH:12]=2)(=[O:24])=[O:23])[C:5](=[O:7])[N:4]([S:22]([C:13]2[CH:14]=[CH:15][C:16]3[C:21](=[CH:20][CH:19]=[CH:18][CH:17]=3)[CH:12]=2)(=[O:24])=[O:23])[C:3]1=[O:8] |f:1.2|. Procedure: 5,5-Dimethylimidazolidine-2,4-dione (1.28 g) was dissolved in tetrahydrofuran (20 mL), and sodium hydride (60%, in oil) (0.25 g) was added at 0° C. under ice-cooling. After stirred for 30 minutes, 2-naphthalenesulfonyl chloride (2.38 g) was added at 0° C., and the mixture was stirred at room temperature overnight. After the solvent was distilled off, ethyl acetate (150 mL) was added to the reaction solution, and the solution was washed with 1N hydrochloric acid, an aqueous saturated sodium bicar...